Dataset: the Open Reaction Database (ORD), a public repository of structured organic reaction records. Task: describe an organic reaction: reactants, conditions, products, and yield The reactants are NC1=NC=C(C=C1)C (2-amino-5-methylpyridine), ClC=1SC(=CC1)CCl (2-chloro-5-chloromethylthiophene). The solvent is C(C)#N (acetonitrile). Conditions: temperature 60 celsius, time 18 hour. Product: Cl.ClC1=CC=C(S1)CN1C(C=CC(=C1)C)=N (N-(5-chlorothien-2-yl-methyl)-5-methyl-2-iminopyridine hydrochloride). Yield: 38.8%. RXN SMILES: [NH2:1][C:2]1[CH:7]=[CH:6][C:5]([CH3:8])=[CH:4][N:3]=1.[Cl:9][C:10]1[S:11][C:12]([CH2:15]Cl)=[CH:13][CH:14]=1>C(#N)C>[ClH:9].[Cl:9][C:10]1[S:11][C:12]([CH2:15][N:3]2[CH:4]=[C:5]([CH3:8])[CH:6]=[CH:7][C:2]2=[NH:1])=[CH:13][CH:14]=1 |f:3.4|. Reported procedure: 3.2 g (0.03 mol) of 2-amino-5-methylpyridine are dissolved in 100 ml of acetonitrile, and 5 g (0.03 mol) of 2-chloro-5-chloromethylthiophene are added. The mixture is stirred for 8 hours at 60° C. and for 18 hours at room temperature. The solid which has formed is filtered off with suction and dried. 1.6 g (20% of theory) of N-(5-chlorothien-2-yl-methyl)-5-methyl-2-iminopyridine hydrochloride of melting point 208° C. are obtained. Starting materials: Cc1ccccc1, Cc1cc(N)cc(C)c1Oc1ccc(Cl)c2c1CCCC2, O=C=NC(=O)c1ccccc1Cl. Yields the product Cc1cc(NC(=O)NC(=O)c2ccccc2Cl)cc(C)c1Oc1ccc(Cl)c2c1CCCC2. RXN SMILES: [CH3:34][c:35]1[cH:36][cH:37][cH:38][cH:39][cH:40]1.[Cl:1][c:2]1[cH:3][cH:4][c:5]([O:12][c:13]2[c:14]([CH3:21])[cH:15][c:16]([NH2:17])[cH:18][c:19]2[CH3:20])[c:6]2[c:11]1[CH2:10][CH2:9][CH2:8][CH2:7]2.[Cl:22][c:23]1[c:24]([C:25](=[O:26])[N:27]=[C:28]=[O:29])[cH:30][cH:31][cH:32][cH:33]1>>[Cl:1][c:2]1[cH:3][cH:4][c:5]([O:12][c:13]2[c:14]([CH3:21])[cH:15][c:16]([NH:17][C:28]([NH:27][C:25]([c:24]3[c:23]([Cl:22])[cH:33][cH:32][cH:31][cH:30]3)=[O:26])=[O:29])[cH:18][c:19]2[CH3:20])[c:6]2[c:11]1[CH2:10][CH2:9][CH2:8][CH2:7]2. Reactants: CCCCCCCCCCCC(CC(=O)O)OC(=O)CCCCCCCCC, O=C(CNCCCO)OCc1ccccc1, ClCCCl, CI, ClCCl. Product: CCCCCCCCCCCC(CC(=O)N(CCCO)CC(=O)OCc1ccccc1)OC(=O)CCCCCCCCC. As a reaction SMILES: [C:17]([CH2:18][CH2:19][CH2:20][CH2:21][CH2:22][CH2:23][CH2:24][CH2:25][CH3:26])(=[O:27])[O:28][CH:29]([CH2:30][C:31](=[O:32])[OH:33])[CH2:34][CH2:35][CH2:36][CH2:37][CH2:38][CH2:39][CH2:40][CH2:41][CH2:42][CH2:43][CH3:44].[CH2:1]([c:2]1[cH:3][cH:4][cH:5][cH:6][cH:7]1)[O:8][C:9]([CH2:10][NH:11][CH2:12][CH2:13][CH2:14][OH:15])=[O:16].[CH2:45]([Cl:46])[CH2:47][Cl:48].[CH3:49][I:50].[Cl:51][CH2:52][Cl:53]>>[CH2:1]([c:2]1[cH:3][cH:4][cH:5][cH:6][cH:7]1)[O:8][C:9]([CH2:10][N:11]([CH2:12][CH2:13][CH2:14][OH:15])[C:31]([CH2:30][CH:29]([O:28][C:17]([CH2:18][CH2:19][CH2:20][CH2:21][CH2:22][CH2:23][CH2:24][CH2:25][CH3:26])=[O:27])[CH2:34][CH2:35][CH2:36][CH2:37][CH2:38][CH2:39][CH2:40][CH2:41][CH2:42][CH2:43][CH3:44])=[O:33])=[O:16]. The reactants are O=C(OCc1ccccc1)C1CCCN1CC1CO1, CO, [Li+], [OH-], O. The product is O=C(O)C1CCCN1CC1CO1. As a reaction SMILES: [CH2:1]([c:2]1[cH:3][cH:4][cH:5][cH:6][cH:7]1)[O:8][C:9]([CH:10]1[N:11]([CH2:15][CH:16]2[CH2:17][O:18]2)[CH2:12][CH2:13][CH2:14]1)=[O:19].[CH3:23][OH:24].[Li+:21].[OH-:20].[OH2:22]>>[O:8]=[C:9]([CH:10]1[N:11]([CH2:15][CH:16]2[CH2:17][O:18]2)[CH2:12][CH2:13][CH2:14]1)[OH:19].